Task: describe an organic reaction: reactants, conditions, products, and yield. Dataset: the Open Reaction Database (ORD), a public repository of structured organic reaction records Reactants: C=CCOC(=O)NC(C=O)CCC(=NNC(N)=O)OC(C)(C)C, CCN=C=NCCCN(C)C, CCOC(C)=O, ClCCl, O=C(NC1CCC(=O)N2CCCC(C(=O)O)N2C1=O)c1ccccc1, On1nnc2ccccc21. Product: CC(C)(C)OC(CCC(C=O)NC(=O)C1CCCN2C(=O)CCC(NC(=O)c3ccccc3)C(=O)N12)=NNC(N)=O. As a reaction SMILES: [CH2:26]([O:27][C:30](=[O:31])[NH:32][CH:33]([CH2:34][CH2:35][C:36]([O:37][C:38]([CH3:39])([CH3:40])[CH3:41])=[N:42][NH:43][C:44]([NH2:45])=[O:46])[CH:47]=[O:48])[CH:28]=[CH2:29].[CH2:59]([N:60]=[C:61]=[N:62][CH2:63][CH2:64][CH2:65][N:66]([CH3:67])[CH3:68])[CH3:69].[CH3:73][CH2:74][O:75][C:76]([CH3:77])=[O:78].[Cl:70][CH2:71][Cl:72].[O:1]=[C:2]1[N:3]2[N:4]([C:5](=[O:18])[CH:6]([NH:9][C:10]([c:11]3[cH:12][cH:13][cH:14][cH:15][cH:16]3)=[O:17])[CH2:7][CH2:8]1)[CH:19]([C:23]([OH:24])=[O:25])[CH2:20][CH2:21][CH2:22]2.[OH:49][n:50]1[c:51]2[cH:52][cH:53][cH:54][cH:55][c:56]2[n:57][n:58]1>>[O:1]=[C:2]1[N:3]2[N:4]([C:5](=[O:18])[CH:6]([NH:9][C:10]([c:11]3[cH:12][cH:13][cH:14][cH:15][cH:16]3)=[O:17])[CH2:7][CH2:8]1)[CH:19]([C:30](=[O:31])[NH:32][CH:33]([CH2:34][CH2:35][C:36]([O:37][C:38]([CH3:39])([CH3:40])[CH3:41])=[N:42][NH:43][C:44]([NH2:45])=[O:46])[CH:47]=[O:48])[CH2:20][CH2:21][CH2:22]2. Starting materials: Cc1ccccc1, CCO, [Cl-], [NH4+], [Na+], [Na+], O=C([O-])[O-], OB(O)c1ccccc1, O=S(=O)(c1ccccc1)n1cc(Br)c2ccccc21. Yields the product O=S(=O)(c1ccccc1)n1cc(-c2ccccc2)c2ccccc21. As a reaction SMILES: [CH3:35][c:36]1[cH:37][cH:38][cH:39][cH:40][cH:41]1.[CH3:42][CH2:43][OH:44].[Cl-:45].[NH4+:46].[Na+:29].[Na+:30].[O-:31][C:32](=[O:33])[O-:34].[OH:20][B:21]([OH:22])[c:23]1[cH:24][cH:25][cH:26][cH:27][cH:28]1.[c:1]1([S:7](=[O:8])(=[O:9])[n:10]2[cH:11][c:12]([Br:19])[c:13]3[cH:14][cH:15][cH:16][cH:17][c:18]23)[cH:2][cH:3][cH:4][cH:5][cH:6]1>>[c:1]1([S:7](=[O:8])(=[O:9])[n:10]2[cH:11][c:12](-[c:23]3[cH:24][cH:25][cH:26][cH:27][cH:28]3)[c:13]3[cH:14][cH:15][cH:16][cH:17][c:18]23)[cH:2][cH:3][cH:4][cH:5][cH:6]1. Procedure details: The title compound was prepared according to the procedure described in Step 1 of EXAMPLE 29 using tert-butyl 3-(hydroxymethyl)-3-methylpyrrolidine-1-carboxylate and ethyl 3-hydroxypicolinate instead of (R)-tert-butyl 2-(hydroxymethyl)pyrrolidine-1-carboxylate and 5-chloropyridin-3-ol. The reactants are OCC1(CN(CC1)C(=O)OC(C)(C)C)C (tert-butyl 3-(hydroxymethyl)-3-methylpyrrolidine-1-carboxylate), OC=1C(=NC=CC1)C(=O)OCC (ethyl 3-hydroxypicolinate), ClC=1C=C(C=NC1)O (5-chloropyridin-3-ol). As a reaction SMILES: [OH:1][CH2:2][C:3]1([CH3:15])[CH2:7][CH2:6][N:5]([C:8]([O:10][C:11]([CH3:14])([CH3:13])[CH3:12])=[O:9])[CH2:4]1.O[C:17]1[C:18]([C:23]([O:25][CH2:26][CH3:27])=[O:24])=[N:19][CH:20]=[CH:21][CH:22]=1.ClC1C=C(O)C=NC=1>>[C:11]([O:10][C:8]([N:5]1[CH2:6][CH2:7][C:3]([CH2:2][O:1][C:17]2[C:18]([C:23]([O:25][CH2:26][CH3:27])=[O:24])=[N:19][CH:20]=[CH:21][CH:22]=2)([CH3:15])[CH2:4]1)=[O:9])([CH3:14])([CH3:13])[CH3:12]. Yields the product C(C)(C)(C)OC(=O)N1CC(CC1)(C)COC=1C(=NC=CC1)C(=O)OCC (ethyl 3-((1-(tert-butoxycarbonyl)-3-methylpyrrolidin-3-yl)methoxy)picolinate). The reactants are C1(=CC=CC=C1)C=1N=C(SC1)C1(CCOCC1)CN ((4-(4-phenylthiazol-2-yl)tetrahydro-2H-pyran-4-yl)methanamine), C(C)C=1C=C(C(=O)O)C=C(C1)C1=NOC(=N1)C(F)(F)F (3-ethyl-5-(5-(trifluoromethyl)-1,2,4-oxadiazol-3-yl)benzoic acid). Yields the product C(C)C=1C=C(C(=O)NCC2(CCOCC2)C=2SC=C(N2)C2=CC=CC=C2)C=C(C1)C1=NOC(=N1)C(F)(F)F (3-Ethyl-N-((4-(4-phenylthiazol-2-yl)tetrahydro-2H-pyran-4-yl)methyl)-5-(5-(trifluoromethyl)-1,2,4-oxadiazol-3-yl)benzamide). Isolated yield 45.0%. Reaction SMILES: [C:1]1([C:7]2[N:8]=[C:9]([C:12]3([CH2:18][NH2:19])[CH2:17][CH2:16][O:15][CH2:14][CH2:13]3)[S:10][CH:11]=2)[CH:6]=[CH:5][CH:4]=[CH:3][CH:2]=1.[CH2:20]([C:22]1[CH:23]=[C:24]([CH:28]=[C:29]([C:31]2[N:35]=[C:34]([C:36]([F:39])([F:38])[F:37])[O:33][N:32]=2)[CH:30]=1)[C:25](O)=[O:26])[CH3:21]>>[CH2:20]([C:22]1[CH:23]=[C:24]([CH:28]=[C:29]([C:31]2[N:35]=[C:34]([C:36]([F:39])([F:38])[F:37])[O:33][N:32]=2)[CH:30]=1)[C:25]([NH:19][CH2:18][C:12]1([C:9]2[S:10][CH:11]=[C:7]([C:1]3[CH:2]=[CH:3][CH:4]=[CH:5][CH:6]=3)[N:8]=2)[CH2:13][CH2:14][O:15][CH2:16][CH2:17]1)=[O:26])[CH3:21]. Reported procedure: This compound was synthesized from (4-(4-phenylthiazol-2-yl)tetrahydro-2H-pyran-4-yl)methanamine and 3-ethyl-5-(5-(trifluoromethyl)-1,2,4-oxadiazol-3-yl)benzoic acid as described in example 8 step 6 (85 mg, yield 45%). 1H NMR (400 MHz, CDCl3) δ 8.29 (s, 1H), 8.05 (s, 1H), 7.89 (m, 2H), 7.80 (s, 1H), 7.52 (m, 2H), 7.37-7.29 (m, 3H), 4.00-3.94 (m, 2H), 3.89 (d, J=5.5 Hz, 2H), 3.78-3.72 (ddd, J=11.7 Hz, 7.8 Hz, 3.3 Hz, 2H), 2.69 (q, J=7.7 Hz, 2H), 2.36-2.30 (ddd, J=13.6 Hz, 6.5 Hz, 3.3 Hz, 2H), 2.0...